Dataset: the Open Reaction Database (ORD), a public repository of structured organic reaction records. Task: describe an organic reaction: reactants, conditions, products, and yield The reactants are [H-].[Na+] (Sodium hydride), C(C)(C)O (isopropanol), ClC=1N=C(C2=C(N1)C=CC(=N2)C2=CC=C(C=C2)F)Cl (2,4-dichloro-6-(4-fluorophenyl)-pyrido[3,2-d]pyrimidine). Conditions: time 10 minute. Yields the product ClC=1N=C(C2=C(N1)C=CC(=N2)C2=CC=C(C=C2)F)OC(C)C (2-chloro-4-isopropoxy-6-(4-fluorophenyl)-pyrido[3,2-d]pyrimidine). The yield is 30.0%. As a reaction SMILES: [H-].[Na+].[Cl:3][C:4]1[N:5]=[C:6](Cl)[C:7]2[N:13]=[C:12]([C:14]3[CH:19]=[CH:18][C:17]([F:20])=[CH:16][CH:15]=3)[CH:11]=[CH:10][C:8]=2[N:9]=1.[CH:22]([OH:25])([CH3:24])[CH3:23]>>[Cl:3][C:4]1[N:5]=[C:6]([O:25][CH:22]([CH3:24])[CH3:23])[C:7]2[N:13]=[C:12]([C:14]3[CH:19]=[CH:18][C:17]([F:20])=[CH:16][CH:15]=3)[CH:11]=[CH:10][C:8]=2[N:9]=1 |f:0.1|. Procedure details: Sodium hydride (12 mg of a 60% of a dispersion in mineral oil, 0.3 mmol) was added to isopropanol (5 ml). The mixture was stirred at room temperature for 10 minutes. Then, 2,4-dichloro-6-(4-fluorophenyl)-pyrido[3,2-d]pyrimidine (60 mg, 0.2 mmol) was added to this solution. The resulting mixture was stirred at room temperature for another 40 minutes. After concentration under reduced pressure, the residue was purified by silica gel flash chromatography, the mobile phase being a mixture of isoprop... Starting materials: CN([C@H]1CN(CC1)C1=CC(=C(C=C1[N+](=O)[O-])NC1=NC=CC(=N1)C1=CN(C2=CC=CC=C12)C)OC)C (N-{4-[(3R)-3-dimethylaminopyrrolidin-1-yl]-2-methoxy-5-nitrophenyl}-4-(1-methylindol-3-yl)pyrimidin-2-amine), CN([C@H]1CN(CC1)C1=CC(=C(C=C1[N+](=O)[O-])NC1=NC=CC(=N1)C1=CN(C2=CC=CC=C12)C)OC)C (N-{4-[(3R)-3-dimethylaminopyrrolidin-1-yl]-2-methoxy-5-nitrophenyl}-4-(1-methylindol-3-yl)pyrimidin-2-amine), [NH4+].[Cl-] (NH4Cl). The reagents and catalysts are [Fe] (iron). Run in C(C)O (ethanol), O (water). The product is CN([C@H]1CN(CC1)C1=C(C=C(C(=C1)OC)NC1=NC=CC(=N1)C1=CN(C2=CC=CC=C12)C)N)C (4-[(3R)-3-Dimethylaminopyrrolidin-1-yl]-6-methoxy-N-[4-(1-methylindol-3-yl)pyrimidin-2-yl]benzene-1,3-diamine). The yield is 82.7%. As a reaction SMILES: [CH3:1][N:2]([CH3:36])[C@@H:3]1[CH2:7][CH2:6][N:5]([C:8]2[C:13]([N+:14]([O-])=O)=[CH:12][C:11]([NH:17][C:18]3[N:23]=[C:22]([C:24]4[C:32]5[C:27](=[CH:28][CH:29]=[CH:30][CH:31]=5)[N:26]([CH3:33])[CH:25]=4)[CH:21]=[CH:20][N:19]=3)=[C:10]([O:34][CH3:35])[CH:9]=2)[CH2:4]1.[NH4+].[Cl-]>C(O)C.O.[Fe]>[CH3:36][N:2]([CH3:1])[C@@H:3]1[CH2:7][CH2:6][N:5]([C:8]2[CH:9]=[C:10]([O:34][CH3:35])[C:11]([NH:17][C:18]3[N:23]=[C:22]([C:24]4[C:32]5[C:27](=[CH:28][CH:29]=[CH:30][CH:31]=5)[N:26]([CH3:33])[CH:25]=4)[CH:21]=[CH:20][N:19]=3)=[CH:12][C:13]=2[NH2:14])[CH2:4]1 |f:1.2|. Reported procedure: A mixture of (N-{4-[(3R)-3-dimethylaminopyrrolidin-1-yl]-2-methoxy-5-nitrophenyl}-4-(1-methylindol-3-yl)pyrimidin-2-amine (Intermediate 104, 360 mg, 0.74 mmol), iron (247 mg, 4.43 mmol) and NH4Cl (27.6 mg, 0.52 mmol) in ethanol (12 mL) and water (4 mL) was heated at reflux for 2 h. The crude mixture was purified by ion exchange chromatography, using an SCX column. The desired product was eluted from the column using 7M methanolic ammonia and appropriate fractions were combined and concentrated i... Starting materials: N-(6-{[6-(3-fluorophenyl)[1,2,4]triazolo[4,3-b]pyridazin-3-yl]sulphanyl}-1, benzothiazol-2-yl)acetamide, FC=1C=C(C=CC1)C=1C=CC=2N(N1)C(=NN2)SC2=CC1=C(N=C(S1)N)C=C2 (6-{[6-(3-fluorophenyl)[1,2,4]triazolo[4,3-b]pyridazin-3-yl]sulphanyl}-1,3-benzothiazol-2-amine), C(C)(=O)OC(C)=O (acetic anhydride). Run in N1=CC=CC=C1 (pyridine). The product is FC=1C=C(C=CC1)C=1C=CC=2N(N1)C(=NN2)SC2=CC1=C(N=C(S1)NC(C)=O)C=C2 (N-(6-{[6-(3-fluorophenyl)[1,2,4]triazolo[4,3-b]pyridazin-3-yl]sulphanyl}-1,3-benzothiazol-2-yl)acetamide). RXN SMILES: [F:1][C:2]1[CH:3]=[C:4]([C:8]2[CH:9]=[CH:10][C:11]3[N:12]([C:14]([S:17][C:18]4[CH:27]=[CH:26][C:21]5[N:22]=[C:23]([NH2:25])[S:24][C:20]=5[CH:19]=4)=[N:15][N:16]=3)[N:13]=2)[CH:5]=[CH:6][CH:7]=1.[C:28](OC(=O)C)(=[O:30])[CH3:29]>N1C=CC=CC=1>[F:1][C:2]1[CH:3]=[C:4]([C:8]2[CH:9]=[CH:10][C:11]3[N:12]([C:14]([S:17][C:18]4[CH:27]=[CH:26][C:21]5[N:22]=[C:23]([NH:25][C:28](=[O:30])[CH3:29])[S:24][C:20]=5[CH:19]=4)=[N:15][N:16]=3)[N:13]=2)[CH:5]=[CH:6][CH:7]=1. Procedure details: The N-(6-{[6-(3-fluorophenyl)[1,2,4]triazolo[4,3-b]pyridazin-3-yl]sulphanyl}-1, benzothiazol-2-yl)acetamide can be prepared according to the method described in Example 18b, but using 100 mg of 6-{[6-(3-fluorophenyl)[1,2,4]triazolo[4,3-b]pyridazin-3-yl]sulphanyl}-1,3-benzothiazol-2-amine in 5 cm3 of pyridine and 0.318 cm3 of acetic anhydride at 50° C. for 4 h. 54 mg of N-(6-{[6-(3-fluorophenyl)[1,2,4]triazolo[4,3-b]pyridazin-3-yl]sulphanyl}-1,3-benzothiazol-2-yl)acetamide are thus obtained in th... The reactants are C(#N)C1=C(OC=2C=CC(=C(C2)NC(C(F)(F)F)=O)F)C=CC(=C1)[N+](=O)[O-] (N-[5-(2-cyano-4-nitrophenoxy)-2-fluorophenyl]-2,2,2-trifluoroacetamide). The reagents and catalysts are [C].[Pd] (palladium-carbon). Run in CO (methanol). Reaction conditions: time 2 hour. Yields the product NC1=CC(=C(OC=2C=CC(=C(C2)NC(C(F)(F)F)=O)F)C=C1)C#N (N-[5-(4-amino-2-cyanophenoxy)-2-fluorophenyl]-2,2,2-trifluoroacetamide). Yield: 98.4%. RXN SMILES: [C:1]([C:3]1[CH:23]=[C:22]([N+:24]([O-])=O)[CH:21]=[CH:20][C:4]=1[O:5][C:6]1[CH:7]=[CH:8][C:9]([F:19])=[C:10]([NH:12][C:13](=[O:18])[C:14]([F:17])([F:16])[F:15])[CH:11]=1)#[N:2]>CO.[C].[Pd]>[NH2:24][C:22]1[CH:21]=[CH:20][C:4]([O:5][C:6]2[CH:7]=[CH:8][C:9]([F:19])=[C:10]([NH:12][C:13](=[O:18])[C:14]([F:15])([F:16])[F:17])[CH:11]=2)=[C:3]([C:1]#[N:2])[CH:23]=1 |f:2.3|. Reported procedure: To a solution of N-[5-(2-cyano-4-nitrophenoxy)-2-fluorophenyl]-2,2,2-trifluoroacetamide (6.00 g, 16.3 mmol) in methanol (160 mL) was added 10% palladium-carbon (600 mg), and the mixture was stirred at room temperature for 2 hr under a hydrogen atmosphere (1 atm). Insoluble material was filtered off, and the filtrate was concentrated under reduced pressure to give the title compound (5.44 g, 99%) as a gray oil. The reactants are C[Si](N=S(=O)(OC1=CC=CC=C1)C1=CC=CC=C1)(C)C (phenyl N-trimethylsilylbenzenesulfonimidate), CO (methanol). Reaction conditions: time 4 hour. The product is C1(=CC=CC=C1)S(=O)(OC1=CC=CC=C1)=N (Phenyl Benzenesulfonimidate). Isolated yield 95.0%. As a reaction SMILES: C[Si](C)(C)[N:3]=[S:4]([C:13]1[CH:18]=[CH:17][CH:16]=[CH:15][CH:14]=1)([O:6][C:7]1[CH:12]=[CH:11][CH:10]=[CH:9][CH:8]=1)=[O:5].CO>>[C:13]1([S:4](=[NH:3])([O:6][C:7]2[CH:8]=[CH:9][CH:10]=[CH:11][CH:12]=2)=[O:5])[CH:18]=[CH:17][CH:16]=[CH:15][CH:14]=1. Procedure details: Reactants used in the general procedure were phenyl N-trimethylsilylbenzenesulfonimidate (0.02 mol, 6.10 g) and methanol (0.06 mol, 2.5 ml). Reaction temperature was 22°-25° C.; reaction time was 4 hours. Stripping temperature was less than 35° C.; product yield was 95%. The 1H NMR spectrum of the product (200 MHz, 25% in CDCl3, 1 drop CH3CN) exhibited maxima at the following shift values: 3.78 (s, 1H, broad, NH); 6.88-8.01 (m, 10H, SC6H5, OC6H5). Reactants: CN(C)C(=O)Cl, Cc1cc(C)nc(NCCCCN(C)C)c1, Cc1ccccc1, [H-], [Na+]. The product is Cc1cc(C)nc(N(CCCCN(C)C)C(=O)N(C)C)c1. Reaction SMILES: [CH3:19][N:20]([C:21](=[O:22])[Cl:23])[CH3:24].[CH3:1][N:2]([CH2:3][CH2:4][CH2:5][CH2:6][NH:7][c:8]1[n:9][c:10]([CH3:15])[cH:11][c:12]([CH3:14])[cH:13]1)[CH3:16].[CH3:25][c:26]1[cH:27][cH:28][cH:29][cH:30][cH:31]1.[H-:17].[Na+:18]>>[CH3:1][N:2]([CH2:3][CH2:4][CH2:5][CH2:6][N:7]([c:8]1[n:9][c:10]([CH3:15])[cH:11][c:12]([CH3:14])[cH:13]1)[C:21]([N:20]([CH3:19])[CH3:24])=[O:22])[CH3:16]. Reactants: OC1=CC=C2C=CC=C(C2=C1)NC(C)=O (N-(7-hydroxynaphth-1-yl)acetamide), [H-].[Na+] (sodium hydride), O (water), ClCC1CC1 ((chloromethyl)cyclopropane). Solvent: CS(=O)C (dimethyl sulphoxide). Conditions: time 2 hour. Product: C1(CC1)COC1=CC=C2C=CC=C(C2=C1)NC(C)=O (N-[7-(Cyclopropylmethoxy)naphth-1-yl]acetamide). Yield: 59.9%. Reaction SMILES: [OH:1][C:2]1[CH:11]=[C:10]2[C:5]([CH:6]=[CH:7][CH:8]=[C:9]2[NH:12][C:13](=[O:15])[CH3:14])=[CH:4][CH:3]=1.[H-].[Na+].Cl[CH2:19][CH:20]1[CH2:22][CH2:21]1.O>CS(C)=O>[CH:20]1([CH2:19][O:1][C:2]2[CH:11]=[C:10]3[C:5]([CH:6]=[CH:7][CH:8]=[C:9]3[NH:12][C:13](=[O:15])[CH3:14])=[CH:4][CH:3]=2)[CH2:22][CH2:21]1 |f:1.2|. Procedure details: 17.1 g (0.085 mol) of N-(7-hydroxynaphth-1-yl)acetamide in solution in 50 ml of dimethyl sulphoxide are added under a nitrogen atmosphere to a suspension of 3.4 g (0.085 mol) of sodium hydride in oil, washed beforehand with dry pentane), in 100 ml of dimethyl sulphoxide, while the mixture is cooled with an ice-water bath. Stirring is continued at room temperature for 2 h. 9.05 g (0.1 mol) of (chloromethyl)cyclopropane are added, and the mixture is stirred at room temperature for 4 h and left to ...